This data is from the Open Reaction Database (ORD), a public repository of structured organic reaction records. The task is: describe an organic reaction: reactants, conditions, products, and yield Product: FC1=C(C=C(C=C1)C1C2=C(NC3=C1C(NN3C)=O)CCC2=O)C=2OC=CC2 (4-[4-fluoro-3-(2-furyl)phenyl]-1-methyl-1,2,4,6,7,8-hexahydrocyclopenta[b]pyrazolo[4,3-e]pyridine-3,5-dione). RXN SMILES: [F:1][C:2]1[CH:9]=[CH:8][C:5]([CH:6]=O)=[CH:4][C:3]=1[C:10]1[O:11][CH:12]=[CH:13][CH:14]=1.[CH2:15]1[C:20](=O)[CH2:19][C:17](=[O:18])[CH2:16]1.[NH2:22][C:23]1[N:27]([CH3:28])[NH:26][C:25](=[O:29])[CH:24]=1>>[F:1][C:2]1[CH:9]=[CH:8][C:5]([CH:6]2[C:24]3[C:25](=[O:29])[NH:26][N:27]([CH3:28])[C:23]=3[NH:22][C:20]3[CH2:15][CH2:16][C:17](=[O:18])[C:19]2=3)=[CH:4][C:3]=1[C:10]1[O:11][CH:12]=[CH:13][CH:14]=1. The yield is 73.9%. Starting materials: FC1=C(C=C(C=O)C=C1)C=1OC=CC1 (4-fluoro-3-(2-furyl)-benzaldehyde), C1CC(=O)CC1=O (1,3-cyclopentadione), NC1=CC(NN1C)=O (5-amino-1-methyl-1,2-dihydropyrazol-3-one). Procedure details: 4-Fluoro-3-(2-furyl)-benzaldehyde (0.38 g, 2.0 mmol) from Example 14A, 1,3-cyclopentadione (0.2 g, 2.0 mmol), and 5-amino-1-methyl-1,2-dihydropyrazol-3-one (0.22 g, 2.0 mmol) were processed as described in Example 1 to provide 0.54 g of the title compound. Starting materials: C(C1=CC=CC=C1)OC(=O)N[C@@H](CCCNC(=O)OC(C)(C)C)C(=O)O[C@@H](CC(=O)OCC(Cl)(Cl)Cl)CCCCCCCCCCCCC (2,2,2-trichloroethyl (3R)-3-[N2 -benzyloxycarbonyl-N5 -tert-butoxycarbonyl-L-ornithyl]oxy-hexadecanoate). The reagents and catalysts are [Zn] (zinc). Solvent: C(C)(=O)O (acetic acid). Run at time 1 hour. Product: C(C1=CC=CC=C1)OC(=O)N[C@@H](CCCNC(=O)OC(C)(C)C)C(=O)O[C@@H](CC(=O)O)CCCCCCCCCCCCC ((3R)-3-[N2 -benzyloxycarbonyl-N5 -tert-butoxycarbonyl-L-ornithyl]oxy-hexadecanoic acid). The yield is 104.8%. RXN SMILES: [CH2:1]([O:8][C:9]([NH:11][C@H:12]([C:24]([O:26][C@H:27]([CH2:37][CH2:38][CH2:39][CH2:40][CH2:41][CH2:42][CH2:43][CH2:44][CH2:45][CH2:46][CH2:47][CH2:48][CH3:49])[CH2:28][C:29]([O:31]CC(Cl)(Cl)Cl)=[O:30])=[O:25])[CH2:13][CH2:14][CH2:15][NH:16][C:17]([O:19][C:20]([CH3:23])([CH3:22])[CH3:21])=[O:18])=[O:10])[C:2]1[CH:7]=[CH:6][CH:5]=[CH:4][CH:3]=1>C(O)(=O)C.[Zn]>[CH2:1]([O:8][C:9]([NH:11][C@H:12]([C:24]([O:26][C@H:27]([CH2:37][CH2:38][CH2:39][CH2:40][CH2:41][CH2:42][CH2:43][CH2:44][CH2:45][CH2:46][CH2:47][CH2:48][CH3:49])[CH2:28][C:29]([OH:31])=[O:30])=[O:25])[CH2:13][CH2:14][CH2:15][NH:16][C:17]([O:19][C:20]([CH3:21])([CH3:22])[CH3:23])=[O:18])=[O:10])[C:2]1[CH:7]=[CH:6][CH:5]=[CH:4][CH:3]=1. Procedure details: To a solution of 2,2,2-trichloroethyl (3R)-3-[N2 -benzyloxycarbonyl-N5 -tert-butoxycarbonyl-L-ornithyl]oxy-hexadecanoate (100 mg) in 90% aqueous acetic acid (3 ml) was added zinc powder (400 mg) at 0° C. and stirred for 1 hour. After the reaction mixture was filtered, the filtrate was evaporated in vacuo. The residue was dissolved in ethyl acetate and washed with diluted hydrochloric acid. The organic layer was dried over with sodium sulfate and evaporated in vacuo to give (3R)-3-[N2 -benzyloxyc... Reactants: C(=O)(O)[O-].[Na+] (NaHCO3), CC(CO)(CO)C (2,2-dimethyl-propane-1,3-diol), COC(OC)OC (ortho-formic acid trimethylester), BrC1=CC=C(C=O)C=C1 (4-bromobenzaldehyde). The reagents and catalysts are C1(=CC=C(C=C1)S(=O)(=O)O)C (p-toluene sulfonic acid). The solvent is ClCCl (dichloromethane). Product: CC1(COC(OC1)C1=CC=C(C=C1)Br)C (4-(5,5-dimethyl-1-,3-dioxan-2-yl)-bromobenzene). Isolated yield 101.3%. As a reaction SMILES: [CH3:1][C:2]([CH3:7])([CH2:5][OH:6])[CH2:3][OH:4].COC(OC)OC.[Br:15][C:16]1[CH:23]=[CH:22][C:19]([CH:20]=O)=[CH:18][CH:17]=1.C([O-])(O)=O.[Na+]>ClCCl.C1(C)C=CC(S(O)(=O)=O)=CC=1>[CH3:1][C:2]1([CH3:7])[CH2:5][O:6][CH:20]([C:19]2[CH:22]=[CH:23][C:16]([Br:15])=[CH:17][CH:18]=2)[O:4][CH2:3]1 |f:3.4|. Procedure: After successive addition of 37.5 g of 2,2-dimethyl-propane-1,3-diol, 18,75 ml of ortho-formic acid trimethylester and 20 mg of p-toluene sulfonic acid, a solution of 25 g of 4-bromobenzaldehyde in 250 ml of dichloromethane is stirred for 24 hours at room temperature. To finish the compound it is poured into saturated, aqueous NaHCO3 solution and extracted with diethylether. Crystallization of the crude product from hexane yields 37.1 g of 4-(5,5-dimethyl-1-,3-dioxan-2-yl)-bromobenzene with a me... Starting materials: ClC=1C=C(C(=O)OO)C=CC1 (m-Chloroperoxybenzoic acid), N(=[N+]=[N-])CC=1N=NN(C1)C1=CC(=C(C(=C1)F)N1CCSCC1)F (4-[4-(4-azidomethyl-[1,2,3]triazol-1-yl)-2,6-difluoro-phenyl]-thiomorpholine), S(=O)([O-])[O-].[Na+].[Na+] (sodium sulfite). Run in ClCCl (dichloromethane), ClCCl (dichloromethane). Run at time 1 hour. The product is N(=[N+]=[N-])CC=1N=NN(C1)C1=CC(=C(C(=C1)F)N1CCS(CC1)=O)F (4-[4-(4-Azidomethyl-[1,2,3]triazol-1-yl)-2,6-difluorophenyl]-thiomorpholine-1-oxide). The yield is 95.9%. As a reaction SMILES: ClC1C=C(C=CC=1)C(OO)=[O:6].[N:12]([CH2:15][C:16]1[N:17]=[N:18][N:19]([C:21]2[CH:26]=[C:25]([F:27])[C:24]([N:28]3[CH2:33][CH2:32][S:31][CH2:30][CH2:29]3)=[C:23]([F:34])[CH:22]=2)[CH:20]=1)=[N+:13]=[N-:14].S([O-])([O-])=O.[Na+].[Na+]>ClCCl>[N:12]([CH2:15][C:16]1[N:17]=[N:18][N:19]([C:21]2[CH:26]=[C:25]([F:27])[C:24]([N:28]3[CH2:33][CH2:32][S:31](=[O:6])[CH2:30][CH2:29]3)=[C:23]([F:34])[CH:22]=2)[CH:20]=1)=[N+:13]=[N-:14] |f:2.3.4|. Procedure: m-Chloroperoxybenzoic acid (75%, 545 mg, 2.36 mmol) was added to a solution of 4-[4-(4-azidomethyl-[1,2,3]triazol-1-yl)-2,6-difluoro-phenyl]-thiomorpholine (800 mg mmol), obtained in Example 13, in dichloromethane (10 mL) at 0° C. and allowed to stir for 1 h. The reaction mixture was then diluted with dichloromethane (20 mL) and a solution of sodium sulfite was added. Aqueous layer was separated and the dichloromethane layer was washed with water followed by brine and dried over sodium sulfate. ... Reactants: ClC1=C(C(=O)O)C=CC=N1 (2-chloronicotinic acid), C([O-])([O-])=O.[K+].[K+] (potassium carbonate), C(C)I (ethyl iodide), O (Water). The solvent is CN(C=O)C (dimethylformamide). Conditions: time 3 day. Yields the product C(C)OC(C1=C(N=CC=C1)Cl)=O (2-chloronicotinic acid ethyl ester). As a reaction SMILES: [Cl:1][C:2]1[N:10]=[CH:9][CH:8]=[CH:7][C:3]=1[C:4]([OH:6])=[O:5].C(=O)([O-])[O-].[K+].[K+].[CH2:17](I)[CH3:18].O>CN(C)C=O>[CH2:17]([O:5][C:4](=[O:6])[C:3]1[CH:7]=[CH:8][CH:9]=[N:10][C:2]=1[Cl:1])[CH3:18] |f:1.2.3|. Procedure details: To a solution of 2-chloronicotinic acid (5 g, 31.7 mmol, Aldrich) in dimethylformamide (50 mL) were added potassium carbonate (6.579 g, 47.6 mmol) and ethyl iodide (3.8 mL, 47.7 mmol), respectively. The reaction mixture was stirred at room temperature for 3 d. Water (˜50 mL) was added and the product was extracted with ethyl ether (2×75 mL). The combined organic phases were washed with brine (1×50 mL), dried over anhydrous magnesium sulfate. The solids were filtered off, and the filtrate was con... The reactants are BrCc1ccccc1, COC(=O)CCc1ccc(C#Cc2cccc(O)c2)cc1. Product: COC(=O)CCc1ccc(C#Cc2cccc(OCc3ccccc3)c2)cc1. RXN SMILES: [Br:22][CH2:23][c:24]1[cH:25][cH:26][cH:27][cH:28][cH:29]1.[OH:1][c:2]1[cH:3][c:4]([C:8]#[C:9][c:10]2[cH:11][cH:12][c:13]([CH2:16][CH2:17][C:18](=[O:19])[O:20][CH3:21])[cH:14][cH:15]2)[cH:5][cH:6][cH:7]1>>[O:1]([c:2]1[cH:3][c:4]([C:8]#[C:9][c:10]2[cH:11][cH:12][c:13]([CH2:16][CH2:17][C:18](=[O:19])[O:20][CH3:21])[cH:14][cH:15]2)[cH:5][cH:6][cH:7]1)[CH2:23][c:24]1[cH:25][cH:26][cH:27][cH:28][cH:29]1. The reactants are ON1C(=NC2=NC=C(C=C21)Cl)C(F)(F)F (1-Hydroxy-6-chloro-2-(trifluoromethyl)-1H-imidazo(4,5-b)pyridine), C(C1=CC=CC=C1)Br (benzyl bromide), C([O-])([O-])=O.[K+].[K+] (potassium carbonate). Run in C(C)O (ethanol). Yields the product C(C1=CC=CC=C1)ON1C(=NC2=NC=C(C=C21)Cl)C(F)(F)F (1-BENZYLOXY-6-CHLORO-2-(TRIFLUOROMETHYL)-1H-IMIDAZO-(4,5-b)PYRIDINE). As a reaction SMILES: [OH:1][N:2]1[C:10]2[C:5](=[N:6][CH:7]=[C:8]([Cl:11])[CH:9]=2)[N:4]=[C:3]1[C:12]([F:15])([F:14])[F:13].[CH2:16](Br)[C:17]1[CH:22]=[CH:21][CH:20]=[CH:19][CH:18]=1.C(=O)([O-])[O-].[K+].[K+]>C(O)C>[CH2:16]([O:1][N:2]1[C:10]2[C:5](=[N:6][CH:7]=[C:8]([Cl:11])[CH:9]=2)[N:4]=[C:3]1[C:12]([F:15])([F:14])[F:13])[C:17]1[CH:22]=[CH:21][CH:20]=[CH:19][CH:18]=1 |f:2.3.4|. Procedure details: 1-Hydroxy-6-chloro-2-(trifluoromethyl)-1H-imidazo(4,5-b)pyridine (5 grams), 10 milliliters of benzyl bromide, 20 grams of anhydrous potassium carbonate, and 100 milliliters of ethanol were mixed, heated to reflux, and refluxed for 1 hour. The reaction mixture was then filtered, evaporated under vacuum, and extracted with diethyl ether. The extract was filtered and evaporated under vacuum yielding a dark oil which on standing crystallized as the desired 1-benzyloxy-6-chloro-2-(trifluoromethyl)-1H... Reactants: CCO, CCOC(=O)C=Cc1ccc(-c2ccc(Cl)cc2)cc1, Cl, [Na+], [OH-]. Yields the product O=C(O)C=Cc1ccc(-c2ccc(Cl)cc2)cc1. As a reaction SMILES: [CH3:24][CH2:25][OH:26].[Cl:3][c:4]1[cH:5][cH:6][c:7](-[c:10]2[cH:11][cH:12][c:13]([CH:16]=[CH:17][C:18](=[O:19])[O:20][CH2:21][CH3:22])[cH:14][cH:15]2)[cH:8][cH:9]1.[ClH:23].[Na+:2].[OH-:1]>>[Cl:3][c:4]1[cH:5][cH:6][c:7](-[c:10]2[cH:11][cH:12][c:13]([CH:16]=[CH:17][C:18](=[O:19])[OH:20])[cH:14][cH:15]2)[cH:8][cH:9]1.